Dataset: the Open Reaction Database (ORD), a public repository of structured organic reaction records. Task: describe an organic reaction: reactants, conditions, products, and yield The reactants are O=C([O-])[O-], COC(=O)Cc1cccc(OCCCBr)c1, CC#N, CC(CNCc1cccc(C(F)(F)F)c1Cl)c1cccs1, [K+], [K+]. The product is COC(=O)Cc1cccc(OCCCN(Cc2cccc(C(F)(F)F)c2Cl)CC(C)c2cccs2)c1. Reaction SMILES: [C:38](=[O:39])([O-:40])[O-:41].[CH3:1][O:2][C:3]([CH2:4][c:5]1[cH:6][c:7]([O:11][CH2:12][CH2:13][CH2:14][Br:15])[cH:8][cH:9][cH:10]1)=[O:16].[CH3:44][C:45]#[N:46].[Cl:17][c:18]1[c:19]([CH2:20][NH:21][CH2:22][CH:23]([CH3:24])[c:25]2[s:26][cH:27][cH:28][cH:29]2)[cH:30][cH:31][cH:32][c:33]1[C:34]([F:35])([F:36])[F:37].[K+:42].[K+:43]>>[CH3:1][O:2][C:3]([CH2:4][c:5]1[cH:6][c:7]([O:11][CH2:12][CH2:13][CH2:14][N:21]([CH2:20][c:19]2[c:18]([Cl:17])[c:33]([C:34]([F:35])([F:36])[F:37])[cH:32][cH:31][cH:30]2)[CH2:22][CH:23]([CH3:24])[c:25]2[s:26][cH:27][cH:28][cH:29]2)[cH:8][cH:9][cH:10]1)=[O:16]. Starting materials: ClC1=CC(=C(C=C1OC1=NC=C(C=C1)[N+](=O)[O-])N1N=C(N(C1=O)C(F)F)C)F (1-[4-chloro-2-fluoro-5-(5-nitropyridin-2-yloxy) phenyl]-4-difluoromethyl-4,5-dihydro-3-methyl-1,2,4-triazol-5(1H)-one), C(C)(=O)O (acetic acid), O1CCCC1 (tetrahydrofuran), O (water). The reagents and catalysts are [Fe] (Iron). Run in C(C)OCC (diethyl ether). Reaction conditions: time 3 hour. Yields the product NC=1C=CC(=NC1)OC=1C(=CC(=C(C1)N1N=C(N(C1=O)C(F)F)C)F)Cl (1-[5-(5-aminopyridin-2-yloxy)-4-chloro-2-fluorophenyl]-4-difluoromethyl-4,5-dihydro-3-methyl-1,2,4-triazol-5(1H)-one). Isolated yield 91.5%. RXN SMILES: [Cl:1][C:2]1[C:7]([O:8][C:9]2[CH:14]=[CH:13][C:12]([N+:15]([O-])=O)=[CH:11][N:10]=2)=[CH:6][C:5]([N:18]2[C:22](=[O:23])[N:21]([CH:24]([F:26])[F:25])[C:20]([CH3:27])=[N:19]2)=[C:4]([F:28])[CH:3]=1.C(O)(=O)C.O1CCCC1.O>C(OCC)C.[Fe]>[NH2:15][C:12]1[CH:13]=[CH:14][C:9]([O:8][C:7]2[C:2]([Cl:1])=[CH:3][C:4]([F:28])=[C:5]([N:18]3[C:22](=[O:23])[N:21]([CH:24]([F:25])[F:26])[C:20]([CH3:27])=[N:19]3)[CH:6]=2)=[N:10][CH:11]=1. Reported procedure: Iron filings (3.6 g, 0.064 mole) were added slowly to a stirred mixture of 7.0 g (0.017 mole) of 1-[4-chloro-2-fluoro-5-(5-nitropyridin-2-yloxy) phenyl]-4-difluoromethyl-4,5-dihydro-3-methyl-1,2,4-triazol-5(1H)-one, 25 mL of glacial acetic acid, 12 mL of tetrahydrofuran, and 5 mL of water. The reaction mixture was stirred at room temperature for three hours and was then diluted with 20 mL of diethyl ether. The mixture was filtered through a pad of Celite® filter aid, and the filtrate was stored ...